Dataset: the Open Reaction Database (ORD), a public repository of structured organic reaction records. Task: describe an organic reaction: reactants, conditions, products, and yield The reactants are COc1ccc(-c2ccc(=O)[nH]n2)cc1Br, O, O=P(Cl)(Cl)Cl. Product: COc1ccc(-c2ccc(Cl)nn2)cc1Br. RXN SMILES: [Br:1][c:2]1[cH:3][c:4](-[c:10]2[cH:11][cH:12][c:13](=[O:16])[nH:14][n:15]2)[cH:5][cH:6][c:7]1[O:8][CH3:9].[OH2:22].[P:17]([Cl:18])([Cl:19])([Cl:20])=[O:21]>>[Br:1][c:2]1[cH:3][c:4](-[c:10]2[cH:11][cH:12][c:13]([Cl:19])[n:14][n:15]2)[cH:5][cH:6][c:7]1[O:8][CH3:9]. Reactants: CCC[O-], CCN(CC)CCS, CCCO, Cc1cc(-c2ccc(C(F)(F)F)cc2)cc(-c2cccc(-c3cccc(S(=O)(=O)OCC(C)(C)C)c3)n2)n1, Cl, [Na+], O. Yields the product Cc1cc(-c2ccc(C(F)(F)F)cc2)cc(-c2cccc(-c3cccc(S(=O)(=O)O)c3)n2)n1. Reaction SMILES: [CH2:39]([O-:40])[CH2:41][CH3:42].[CH2:44]([N:45]([CH2:46][CH3:47])[CH2:48][CH2:49][SH:50])[CH3:51].[CH2:53]([OH:54])[CH2:55][CH3:56].[CH3:1][C:2]([CH3:3])([CH3:37])[CH2:38][O:4][S:5](=[O:6])(=[O:7])[c:8]1[cH:9][c:10](-[c:14]2[cH:15][cH:16][cH:17][c:18](-[c:20]3[n:21][c:22]([CH3:36])[cH:23][c:24](-[c:26]4[cH:27][cH:28][c:29]([C:32]([F:33])([F:34])[F:35])[cH:30][cH:31]4)[cH:25]3)[n:19]2)[cH:11][cH:12][cH:13]1.[ClH:52].[Na+:43].[OH2:57]>>[O:4]=[S:5](=[O:6])([OH:7])[c:8]1[cH:9][c:10](-[c:14]2[cH:15][cH:16][cH:17][c:18](-[c:20]3[n:21][c:22]([CH3:36])[cH:23][c:24](-[c:26]4[cH:27][cH:28][c:29]([C:32]([F:33])([F:34])[F:35])[cH:30][cH:31]4)[cH:25]3)[n:19]2)[cH:11][cH:12][cH:13]1. Reactants: CS(=O)(=O)Cl (Methanesulphonyl chloride), C(C)N(CC1=NC2=CC=C(C=C2C=C1)N)CCC1=CC=C(C=C1)NS(=O)(=O)C (N-ethyl-N-(6-aminoquinol-2-ylmethyl)-4-methanesulphonamidophenethylamine). Run in N1=CC=CC=C1 (pyridine). Yields the product Cl.C(C)N(CC1=NC2=CC=C(C=C2C=C1)NS(=O)(=O)C)CCC1=CC=C(C=C1)NS(=O)(=O)C (N-Ethyl-N-(6-methanesulphonamidoquinol-2-ylmethyl)-4methanesulphonamidophenethylamine hydrochloride). RXN SMILES: [CH3:1][S:2]([Cl:5])(=[O:4])=[O:3].[CH2:6]([N:8]([CH2:21][CH2:22][C:23]1[CH:28]=[CH:27][C:26]([NH:29][S:30]([CH3:33])(=[O:32])=[O:31])=[CH:25][CH:24]=1)[CH2:9][C:10]1[CH:19]=[CH:18][C:17]2[C:12](=[CH:13][CH:14]=[C:15]([NH2:20])[CH:16]=2)[N:11]=1)[CH3:7]>N1C=CC=CC=1>[ClH:5].[CH2:6]([N:8]([CH2:21][CH2:22][C:23]1[CH:28]=[CH:27][C:26]([NH:29][S:30]([CH3:33])(=[O:31])=[O:32])=[CH:25][CH:24]=1)[CH2:9][C:10]1[CH:19]=[CH:18][C:17]2[C:12](=[CH:13][CH:14]=[C:15]([NH:20][S:2]([CH3:1])(=[O:4])=[O:3])[CH:16]=2)[N:11]=1)[CH3:7] |f:3.4|. Reported procedure: Methanesulphonyl chloride (0.1 g, 1.29 mmole) was reacted with N-ethyl-N-(6-aminoquinol-2-ylmethyl)-4-methanesulphonamidophenethylamine (see Preparation 11B - 0.51 g, 1.23 mmole) in pyridine similarly to the procedure of Example 2, giving the free base of the title compound as a gum. The gum was dissolved in ethyl acetate and the solution was diluted with ethereal hydrogen chloride and evaporated to dryness. The residue was triturated with ether to give the title compound as a foam, yield 0.06 g... Starting materials: CC(C)=O, NC(=O)CI, CC(O)C1C(=O)N2C(C(=O)OCc3ccc([N+](=O)[O-])cc3)=C(SC3CC(CN4CCCC4)N(C(=O)OCc4ccc([N+](=O)[O-])cc4)C3)C(C)C12. Yields the product [I-], CC(O)C1C(=O)N2C(C(=O)OCc3ccc([N+](=O)[O-])cc3)=C(SC3CC(C[N+]4(CC(N)=O)CCCC4)N(C(=O)OCc4ccc([N+](=O)[O-])cc4)C3)C(C)C12. As a reaction SMILES: [CH3:56][C:57](=[O:58])[CH3:59].[I:51][CH2:52][C:53](=[O:54])[NH2:55].[OH:1][CH:2]([CH3:3])[CH:4]1[CH:5]2[CH:6]([CH3:50])[C:7]([S:25][CH:26]3[CH2:27][CH:28]([CH2:44][N:45]4[CH2:46][CH2:47][CH2:48][CH2:49]4)[N:29]([C:31](=[O:32])[O:33][CH2:34][c:35]4[cH:36][cH:37][c:38]([N+:41](=[O:42])[O-:43])[cH:39][cH:40]4)[CH2:30]3)=[C:8]([C:12](=[O:13])[O:14][CH2:15][c:16]3[cH:17][cH:18][c:19]([N+:22](=[O:23])[O-:24])[cH:20][cH:21]3)[N:9]2[C:10]1=[O:11]>>[I-:51].[OH:1][CH:2]([CH3:3])[CH:4]1[CH:5]2[CH:6]([CH3:50])[C:7]([S:25][CH:26]3[CH2:27][CH:28]([CH2:44][N+:45]4([CH2:52][C:53](=[O:54])[NH2:55])[CH2:46][CH2:47][CH2:48][CH2:49]4)[N:29]([C:31](=[O:32])[O:33][CH2:34][c:35]4[cH:36][cH:37][c:38]([N+:41](=[O:42])[O-:43])[cH:39][cH:40]4)[CH2:30]3)=[C:8]([C:12](=[O:13])[O:14][CH2:15][c:16]3[cH:17][cH:18][c:19]([N+:22](=[O:23])[O-:24])[cH:20][cH:21]3)[N:9]2[C:10]1=[O:11]. Starting materials: C(CCC)NC=1C=C(C(=O)N)C=C(C1OC1=CC=CC=C1)S(N)(=O)=O (3-n-butylamino-4-phenoxy-5-sulfamylbenzamide), C(C1=CC=CC=C1)C1=C(C=C(C(=O)NCCCN2CCCCC2)C=C1S(N)(=O)=O)OCCCC (4-benzyl-3-n-butoxy-5-sulfamyl-N-(3'-piperidinopropyl)benzamide). Product: C(C1=CC=CC=C1)C1=C(C=C(CNCCCN2CCCCC2)C=C1S(N)(=O)=O)OCCCC ((4-benzyl-3-n-butoxy-5-sulfamylbenzyl)-3-piperidinopropylamine), hemihydrate. As a reaction SMILES: C(NC1C=C(C=C(S(=O)(=O)N)C=1OC1C=CC=CC=1)C(N)=O)CCC.[CH2:26]([C:33]1[C:50]([S:51](=[O:54])(=[O:53])[NH2:52])=[CH:49][C:36]([C:37]([NH:39][CH2:40][CH2:41][CH2:42][N:43]2[CH2:48][CH2:47][CH2:46][CH2:45][CH2:44]2)=O)=[CH:35][C:34]=1[O:55][CH2:56][CH2:57][CH2:58][CH3:59])[C:27]1[CH:32]=[CH:31][CH:30]=[CH:29][CH:28]=1>>[CH2:26]([C:33]1[C:50]([S:51](=[O:54])(=[O:53])[NH2:52])=[CH:49][C:36]([CH2:37][NH:39][CH2:40][CH2:41][CH2:42][N:43]2[CH2:44][CH2:45][CH2:46][CH2:47][CH2:48]2)=[CH:35][C:34]=1[O:55][CH2:56][CH2:57][CH2:58][CH3:59])[C:27]1[CH:32]=[CH:31][CH:30]=[CH:29][CH:28]=1. Procedure details: By replacing in Example 289 3-n-butylamino-4-phenoxy-5-sulfamylbenzamide with an equimolar amount of 4-benzyl-3-n-butoxy-5-sulfamyl-N-(3'-piperidinopropyl)benzamide and following the procedure described, (4-benzyl-3-n-butoxy-5-sulfamylbenzyl)-3-piperidinopropylamine is obtained as a hemihydrate with a melting point of 98°-101° C. Reactants: O=C1CCCc2ccccc21, C1CCNCC1, Cc1ccccc1, O, Cc1ccc(S(=O)(=O)O)cc1. Yields the product C1=C(N2CCCCC2)c2ccccc2CC1. As a reaction SMILES: [C:1]1(=[O:11])[CH2:2][CH2:3][CH2:4][c:5]2[cH:6][cH:7][cH:8][cH:9][c:10]21.[CH2:12]1[CH2:13][CH2:14][NH:15][CH2:16][CH2:17]1.[CH3:18][c:19]1[cH:20][cH:21][cH:22][cH:23][cH:24]1.[OH2:36].[c:25]1([CH3:26])[cH:27][cH:28][c:29]([S:30]([OH:31])(=[O:32])=[O:33])[cH:34][cH:35]1>>[C:1]1([N:15]2[CH2:14][CH2:13][CH2:12][CH2:17][CH2:16]2)=[CH:2][CH2:3][CH2:4][c:5]2[cH:6][cH:7][cH:8][cH:9][c:10]21. The reactants are ClC=1C=CC2=C(C=CC3=C(N=C(S3)N3CCCC3)C2C=2C(NC(N(C2)C)=O)=O)C1 ((±)-5-(7-Chloro-2-(pyrrolidin-1-yl)-4H-benzo[5,6]cyclohepta[1,2-d]thiazol-4-yl)-1-methyl-2,4(1H,3H)-pyrimidinedione), COC=1C=CC(=CC1)P2(=S)SP(=S)(S2)C=3C=CC(=CC3)OC (Lawesson's reagent). Yields the product ClC=1C=CC2=C(C=CC3=C(N=C(S3)N3CCCC3)C2C=2C(NC(N(C2)C)=O)=S)C1 ((±)-5-(7-Chloro-2-(pyrrolidin-1-yl)-4H-benzo[5,6]cyclohepta[1,2-d]thiazol-4-yl)-1-methyl-3,4-dihydro-4-thioxo-2(1H)-pyrimidinone). As a reaction SMILES: [Cl:1][C:2]1[CH:3]=[CH:4][C:5]2[CH:19]([C:20]3[C:21](=O)[NH:22][C:23](=[O:27])[N:24]([CH3:26])[CH:25]=3)[C:10]3[N:11]=[C:12]([N:14]4[CH2:18][CH2:17][CH2:16][CH2:15]4)[S:13][C:9]=3[CH:8]=[CH:7][C:6]=2[CH:29]=1.COC1C=CC(P2(SP(C3C=CC(OC)=CC=3)(=S)S2)=[S:39])=CC=1>>[Cl:1][C:2]1[CH:3]=[CH:4][C:5]2[CH:19]([C:20]3[C:21](=[S:39])[NH:22][C:23](=[O:27])[N:24]([CH3:26])[CH:25]=3)[C:10]3[N:11]=[C:12]([N:14]4[CH2:18][CH2:17][CH2:16][CH2:15]4)[S:13][C:9]=3[CH:8]=[CH:7][C:6]=2[CH:29]=1. Procedure: The product from step (i) (0.04 g) was treated with Lawesson's reagent (0.037 g) according to the method of example 34 step (iv). Purification was by chromatography eluting with 1:1 ethyl acetate/isohexane to give the title product as a yellow solid. Starting materials: COC1[C@H](CCCC1)O ((S)-2-methoxycyclohexanol), S(=O)(O)[O-].[Na+] (sodium hydrogensulfite), potassium iodide starch. Product: CO[C@@H]1C(CCCC1)=O ((S)-2-methoxycyclohexanone). As a reaction SMILES: [CH3:1][O:2][CH:3]1[CH2:8][CH2:7][CH2:6][CH2:5][C@@H:4]1[OH:9].S([O-])(O)=O.[Na+]>>[CH3:1][O:2][C@H:3]1[CH2:8][CH2:7][CH2:6][CH2:5][C:4]1=[O:9] |f:1.2|. Procedure details: Reaction was carried out in the same manner as in Example 16. After the peak due to (S)-2-methoxycyclohexanol had disappeared, the reaction solution was given 2 g of sodium hydrogensulfite with stirring so that the reaction solution did not change potassium iodide starch paper into purple any longer. The reaction solution was extracted twice with 100 g of dichloroethane. The dichloroethane layers were combined together and washed with a saturated aqueous solution of sodium chloride. After concen... Starting materials: C[Si](C=1C=C(C=CC1)OC)(CCCCCC)C (3-(dimethyl-n-hexylsilyl)-1-methoxybenzene), C1(C=CCCC1)=O (cyclohex-2-en-1-one), [Li].C(#CCCCC)[Cu] (1-hexynyl copper lithium), [OH-].[NH4+] (ammonium hydroxide), CN(CCN(C)C)C (N,N,N',N'-tetramethylethylenediamine), C(CCC)[Li] (n-butyllithium), [Cl-].[NH4+] (ammonium chloride). Solvent: C(C)OCC (diethyl ether), CCCCCC (hexane), O1CCCC1 (tetrahydrofuran). Reaction conditions: temperature -78 celsius, time 5 minute. The product is C[Si](C1=CC(=C(C=C1)C1CC(CCC1)=O)OC)(CCCCCC)C (3-(4'-(Dimethyl-n-hexylsilyl)-2'-methoxyphenyl)cyclohexanone). The yield is 36.0%. Reaction SMILES: [CH3:1][Si:2]([CH3:17])([CH2:11][CH2:12][CH2:13][CH2:14][CH2:15][CH3:16])[C:3]1[CH:4]=[C:5]([O:9][CH3:10])[CH:6]=[CH:7][CH:8]=1.CN(C)CCN(C)C.C([Li])CCC.[Li].C([Cu])#CCCCC.[C:39]1(=[O:45])[CH2:44][CH2:43][CH2:42][CH:41]=[CH:40]1.[Cl-].[NH4+].[OH-].[NH4+]>CCCCCC.O1CCCC1.C(OCC)C>[CH3:17][Si:2]([CH3:1])([CH2:11][CH2:12][CH2:13][CH2:14][CH2:15][CH3:16])[C:3]1[CH:8]=[CH:7][C:6]([CH:41]2[CH2:42][CH2:43][CH2:44][C:39](=[O:45])[CH2:40]2)=[C:5]([O:9][CH3:10])[CH:4]=1 |f:3.4,6.7,8.9,^1:30|. Procedure details: To a 25° C. solution of 2.00 g. (8.0 mmole) of 3-(dimethyl-n-hexylsilyl)-1-methoxybenzene and 1.32 ml. (8.8 mmole) of N,N,N',N'-tetramethylethylenediamine in 8 ml. diethyl ether was added 3.2 ml. of 2.5 M n-butyllithium in hexane. The reaction solution was heated at reflux for 1 hr and then cooled to -78° C. To the -78° C. solution was added 9.68 mmole of 1-hexynyl copper lithium in 20 ml. tetrahydrofuran. The resultant yellow mixture was stirred 5 minute at -78° C. and then 768 mg. (8.0 mmole) ...